This data is from the Open Reaction Database (ORD), a public repository of structured organic reaction records. The task is: describe an organic reaction: reactants, conditions, products, and yield As a reaction SMILES: [BH4-:27].[CH3:31][OH:32].[ClH:29].[Na+:28].[O:22]1[CH2:23][CH2:24][CH2:25][CH2:26]1.[OH2:30].[c:1]1(-[c:7]2[s:8][cH:9][c:10]([CH2:12][O:13][c:14]3[cH:15][cH:16][c:17]([CH:18]=[O:19])[cH:20][cH:21]3)[n:11]2)[cH:2][cH:3][cH:4][cH:5][cH:6]1>>[c:1]1(-[c:7]2[s:8][cH:9][c:10]([CH2:12][O:13][c:14]3[cH:15][cH:16][c:17]([CH2:18][OH:19])[cH:20][cH:21]3)[n:11]2)[cH:2][cH:3][cH:4][cH:5][cH:6]1. The product is OCc1ccc(OCc2csc(-c3ccccc3)n2)cc1. The reactants are [BH4-], CO, Cl, [Na+], C1CCOC1, O, O=Cc1ccc(OCc2csc(-c3ccccc3)n2)cc1. Reactants: N(=NC(C#N)(C)C)C(C#N)(C)C (azobisisobutyronitrile), C(C=C)C(C(F)(F)F)(C(F)(F)F)O (allylhexafluoro-isopropanol), C(=CC1=CC=CC=C1)S(=O)(=O)[O-].[Na+] (sodium styrenesulfonate), 2-Allylhexafluoro-isopropanol. The solvent is CS(=O)C (DMSO), CS(=O)C (dimethylsulfoxide). Yields the product C(=CC1=CC=CC=C1)S(=O)(=O)O.C(C=C)C(C(F)(F)F)(C(F)(F)F)O (Styrenesulfonic Acid Allylhexafluoro-Isopropanol). Reaction SMILES: [CH:1]([S:9]([O-:12])(=[O:11])=[O:10])=[CH:2][C:3]1[CH:8]=[CH:7][CH:6]=[CH:5][CH:4]=1.[Na+].N(C(C)(C)C#N)=NC(C)(C)C#N.[CH2:26]([C:29]([OH:38])([C:34]([F:37])([F:36])[F:35])[C:30]([F:33])([F:32])[F:31])[CH:27]=[CH2:28]>CS(C)=O>[CH:1]([S:9]([OH:12])(=[O:10])=[O:11])=[CH:2][C:3]1[CH:8]=[CH:7][CH:6]=[CH:5][CH:4]=1.[CH2:26]([C:29]([OH:38])([C:30]([F:32])([F:33])[F:31])[C:34]([F:35])([F:36])[F:37])[CH:27]=[CH2:28] |f:0.1,5.6|. Reported procedure: 19 g of sodium styrenesulfonate (SSNa) (available from Sigma-Aldrich Corp.) and 1 g of 2-Allylhexafluoro-isopropanol are fully dissolved in 0.24 L of dimethylsulfoxide (DMSO) with heating. Then, 0.1 g of azobisisobutyronitrile (AIBN) is added dropwise to the DMSO solution. The monomers are polymerized for 24 hours or more. The polymerization is carried out varying the content of the allylhexafluoro-isopropanol (2, 5, 10, and 20 wt %). Procedure: tert-Butyldimethylsilyl 2-fluorophenyl ether (2.73 g, 12 mmol), prepared from 2-fluorophenol by the method in Example 1, was treated with sec-butyllithium (11 mL of 1.1M solution in cyclohexane) and 4-formyl-N,N-diethylbenzamide, (2.46 g, 12 mmol) from Example 11, by the procedure described in Example 29. Chromatography on silica gel with 1% methanol in dichloromethane gave 1.77 g (34%) of 4-(5-(tert-butyldimethylsilyloxy)-2-fluoro-α-hydroxybenzyl)-N,N-diethylbenzamide as a yellow oil that cryst... Product: [Si](C)(C)(C(C)(C)C)OC=1C=CC(=C(C(O)C2=CC=C(C(=O)N(CC)CC)C=C2)C1)F (4-(5-(tert-butyldimethylsilyloxy)-2-fluoro-α-hydroxybenzyl)-N,N-diethylbenzamide). The reactants are FC1=C(C=CC=C1)O[Si](C)(C)C(C)(C)C (tert-Butyldimethylsilyl 2-fluorophenyl ether), FC1=C(C=CC=C1)O (2-fluorophenol), C(C)(CC)[Li] (sec-butyllithium), C(=O)C1=CC=C(C(=O)N(CC)CC)C=C1 (4-formyl-N,N-diethylbenzamide). Solvent: ClCCl (dichloromethane), CO (methanol). RXN SMILES: F[C:2]1[CH:7]=[CH:6][CH:5]=[CH:4][C:3]=1[O:8][Si:9]([C:12]([CH3:15])([CH3:14])[CH3:13])([CH3:11])[CH3:10].[F:16]C1C=CC=CC=1O.C([Li])(CC)C.[CH:29]([C:31]1[CH:43]=[CH:42][C:34]([C:35]([N:37]([CH2:40][CH3:41])[CH2:38][CH3:39])=[O:36])=[CH:33][CH:32]=1)=[O:30]>ClCCl.CO>[Si:9]([O:8][C:3]1[CH:4]=[CH:5][C:6]([F:16])=[C:7]([CH:2]=1)[CH:29]([C:31]1[CH:43]=[CH:42][C:34]([C:35]([N:37]([CH2:38][CH3:39])[CH2:40][CH3:41])=[O:36])=[CH:33][CH:32]=1)[OH:30])([C:12]([CH3:15])([CH3:14])[CH3:13])([CH3:11])[CH3:10]. The yield is 34.0%. Reactants: CNC(=NCCSCc1nccs1)NC#N, [O-][I+3]([O-])([O-])[O-], [Na+], O. Product: CNC(=NCCS(=O)Cc1nccs1)NC#N. As a reaction SMILES: [C:7](#[N:8])[NH:9][C:10](=[N:11][CH2:12][CH2:13][S:14][CH2:15][c:16]1[s:17][cH:18][cH:19][n:20]1)[NH:21][CH3:22].[I+3:1]([O-:2])([O-:3])([O-:4])[O-:5].[Na+:6].[OH2:23]>>[O:2]=[S:14]([CH2:13][CH2:12][N:11]=[C:10]([NH:9][C:7]#[N:8])[NH:21][CH3:22])[CH2:15][c:16]1[s:17][cH:18][cH:19][n:20]1. Starting materials: COC1=CC=C(C=C1)C1=C2CC(NC2=CC=C1)=O (4-(4-methoxy-phenyl)-1,3-dihydro-indol-2-one), C[C@@H]1CN(C[C@@H](N1)C)C(=O)C=1C(=C(NC1C)C=O)C (4-[(cis)-3,5-dimethyl-piperazine-1-carbonyl)-3,5-dimethyl-1H-pyrrole-2-carbaldehyde). Reagents/catalysts: N1CCCCC1 (piperidine). Run in C(C)O (ethanol). Conditions: time 3 day. The product is C[C@@H]1CN(C[C@@H](N1)C)C(=O)C=1C(=C(NC1C)C=C1C(NC2=CC=CC(=C12)C1=CC=C(C=C1)OC)=O)C (3-[4-[(cis)-3,5-Dimethyl-piperazine-1-carbonyl)-3,5-dimethyl-1H-pyrrol-2-ylmethylene]4-(4-methoxy-phenyl)-1,3-dihydro-indol-2-one). Yield: 72.6%. RXN SMILES: [CH3:1][O:2][C:3]1[CH:8]=[CH:7][C:6]([C:9]2[CH:17]=[CH:16][CH:15]=[C:14]3[C:10]=2[CH2:11][C:12](=[O:18])[NH:13]3)=[CH:5][CH:4]=1.[CH3:19][C@H:20]1[NH:25][C@@H:24]([CH3:26])[CH2:23][N:22]([C:27]([C:29]2[C:30]([CH3:37])=[C:31]([CH:35]=O)[NH:32][C:33]=2[CH3:34])=[O:28])[CH2:21]1>C(O)C.N1CCCCC1>[CH3:19][C@H:20]1[NH:25][C@@H:24]([CH3:26])[CH2:23][N:22]([C:27]([C:29]2[C:30]([CH3:37])=[C:31]([CH:35]=[C:11]3[C:10]4[C:14](=[CH:15][CH:16]=[CH:17][C:9]=4[C:6]4[CH:7]=[CH:8][C:3]([O:2][CH3:1])=[CH:4][CH:5]=4)[NH:13][C:12]3=[O:18])[NH:32][C:33]=2[CH3:34])=[O:28])[CH2:21]1. Reported procedure: To a solution of 4-(4-methoxy-phenyl)-1,3-dihydro-indol-2-one (59.8 mg, 0.25 mmol) and 4-[(cis)-3,5-dimethyl-piperazine-1-carbonyl)-3,5-dimethyl-1H-pyrrole-2-carbaldehyde (68.5 mg, 0.25 mmol) in ethanol (2 mL) was added piperidine (3 drops). The reaction mixture was stirred at room temperature for three days. A yellow solid product was precipitated out, filtered, washed by ethanol for three times, and dried under high vacuum to provide pure product 3-[4-[(cis)-3,5-Dimethyl-piperazine-1-carbonyl)... Reactants: [H-].[Al+3].[Li+].[H-].[H-].[H-] (lithium aluminum hydride), COC1=CC=CC=2[C@H]3CCN([C@H]3CCC21)C(CC)=O (rac-cis-2,3,3a,4,5,9b-hexahydro-6-methoxy-3-propionyl-1H-benzo[e]indole), [NH4+].[Cl-] (NH4Cl). Run in C1CCOC1 (THF), C1CCOC1 (THF). Product: COC1=CC=CC=2[C@H]3CCN([C@H]3CCC21)CCC (rac-cis-2,3,3a,4,5,9b-hexahydro-6-methoxy-3-propyl-1H-benzo[e]indole). The yield is 93.1%. As a reaction SMILES: [H-].[Al+3].[Li+].[H-].[H-].[H-].[CH3:7][O:8][C:9]1[C:21]2[CH2:20][CH2:19][C@H:18]3[C@H:14]([CH2:15][CH2:16][N:17]3[C:22](=O)[CH2:23][CH3:24])[C:13]=2[CH:12]=[CH:11][CH:10]=1.[NH4+].[Cl-]>C1COCC1>[CH3:7][O:8][C:9]1[C:21]2[CH2:20][CH2:19][C@H:18]3[C@H:14]([CH2:15][CH2:16][N:17]3[CH2:22][CH2:23][CH3:24])[C:13]=2[CH:12]=[CH:11][CH:10]=1 |f:0.1.2.3.4.5,7.8|. Reported procedure: 0.90 g (0.0232 mol) of lithium aluminum hydride was suspended in 40 ml of THF under argon. A solution of 3.0 g (0.0116 mol) of rac-cis-2,3,3a,4,5,9b-hexahydro-6-methoxy-3-propionyl-1H-benzo[e]indole in 50 ml of THF was added dropwise thereto and the mixture was boiled under reflux for 1 hour. 25 ml of a saturated aqueous NH4Cl solution was cautiously added dropwise thereto, the mixture was filtered and the filtrate was extracted with ethyl acetate. The organic phase was washed with water, dried ...